Dataset: the Open Reaction Database (ORD), a public repository of structured organic reaction records. Task: describe an organic reaction: reactants, conditions, products, and yield Starting materials: NC=1C=C(C=CC1)O (3-Aminophenol), BrC1=CC=C(C=C1)C(F)(F)F (4-bromo-α,α,α-trifluorotoluene), C([O-])([O-])=O.[Cs+].[Cs+] (cesium carbonate). The solvent is O (water), CC(=O)N(C)C (dimethylacetamide). Conditions: temperature 85 celsius, time 16 hour. Yields the product FC(C1=CC=C(OC=2C=C(N)C=CC2)C=C1)(F)F (3-(4-trifluoromethylphenoxy)aniline). Yield: 58.6%. As a reaction SMILES: [NH2:1][C:2]1[CH:3]=[C:4]([OH:8])[CH:5]=[CH:6][CH:7]=1.Br[C:10]1[CH:15]=[CH:14][C:13]([C:16]([F:19])([F:18])[F:17])=[CH:12][CH:11]=1.C(=O)([O-])[O-].[Cs+].[Cs+]>CC(N(C)C)=O.O>[F:17][C:16]([F:19])([F:18])[C:13]1[CH:14]=[CH:15][C:10]([O:8][C:4]2[CH:3]=[C:2]([CH:7]=[CH:6][CH:5]=2)[NH2:1])=[CH:11][CH:12]=1 |f:2.3.4|. Procedure details: Ex-656A) 3-Aminophenol (5.0 g, 45.8 mmol) and 4-bromo-α,α,α-trifluorotoluene (14.0 g, 62.2 mmol) were dissolved in anhydrous dimethylacetamide (20 mL), then anhydrous cesium carbonate (30 g, 92.3 mmol) and copper triflate benzene complex (200 mg) were added. The mixture was stirred and heated to 85° C. using a reflux condenser under an argon atmosphere. After 16 h, the mixture was diluted with water (120 mL), and the aqueous layer was extracted with diethyl ether (4×60 mL). The combined ether la...